The task is: describe an organic reaction: reactants, conditions, products, and yield. This data is from the Open Reaction Database (ORD), a public repository of structured organic reaction records. Starting materials: C=CCn1c(N)nc(N2CCc3ccccc3CC2)c(C#N)c1=O, CN(C)C=O, ClCc1cccnc1, Cl, [H-], [Na+]. The product is C=CCn1c(NCc2cccnc2)nc(N2CCc3ccccc3CC2)c(C#N)c1=O. Reaction SMILES: [CH2:1]([CH:2]=[CH2:3])[n:4]1[c:5]([NH2:24])[n:6][c:7]([N:13]2[CH2:14][CH2:15][c:16]3[c:17]([cH:20][cH:21][cH:22][cH:23]3)[CH2:18][CH2:19]2)[c:8]([C:11]#[N:12])[c:9]1=[O:10].[CH3:36][N:37]([CH3:38])[CH:39]=[O:40].[Cl:26][CH2:27][c:28]1[cH:29][n:30][cH:31][cH:32][cH:33]1.[ClH:25].[H-:34].[Na+:35]>>[CH2:1]([CH:2]=[CH2:3])[n:4]1[c:5]([NH:24][CH2:27][c:28]2[cH:29][n:30][cH:31][cH:32][cH:33]2)[n:6][c:7]([N:13]2[CH2:14][CH2:15][c:16]3[c:17]([cH:20][cH:21][cH:22][cH:23]3)[CH2:18][CH2:19]2)[c:8]([C:11]#[N:12])[c:9]1=[O:10]. Starting materials: ClC=1SC2=C(N1)C=C(C=C2)Cl (2,5-Dichlorobenzothiazole), NC1=CC=C(C=C1)S (4-aminothiophenol). Reagents/catalysts: CN(C)C=1C=CN=CC1 (DMAP). Solvent: C(C)O (ethanol). Yields the product NC1=CC=C(C=C1)SC=1SC2=C(N1)C=C(C=C2)Cl (2-(4-aminophenylthio)-5-chlorobenzothiazole). The yield is 22.3%. RXN SMILES: Cl[C:2]1[S:3][C:4]2[CH:10]=[CH:9][C:8]([Cl:11])=[CH:7][C:5]=2[N:6]=1.[NH2:12][C:13]1[CH:18]=[CH:17][C:16]([SH:19])=[CH:15][CH:14]=1>CN(C1C=CN=CC=1)C.C(O)C>[NH2:12][C:13]1[CH:18]=[CH:17][C:16]([S:19][C:2]2[S:3][C:4]3[CH:10]=[CH:9][C:8]([Cl:11])=[CH:7][C:5]=3[N:6]=2)=[CH:15][CH:14]=1. Procedure details: 2,5-Dichlorobenzothiazole (0.049 moles, 10.0 g), 4-aminothiophenol (0.049 moles, 6.1 g) and DMAP (0.049 moles, 6.0 g) were stirred for 3 days at room temperature in 250 ml ethanol, filtered, and concentrated. Ethyl acetate was added and the solution washed with water, dried over sodium sulfate and concentrated. The product was purified by HPLC over silica gel eluted with 25% ethyl acetate in hexane to yield 2-(4-aminophenylthio)-5-chlorobenzothiazole 3.2 g, 22%. Mass spec (FD) 292. Calculated fo... Reactants: CCOC(=N)c1ccc(CCc2csc(NC(C)=O)n2)cc1, CCO, CO, [Cl-], Cl, N, [NH4+]. The product is CC(=O)Nc1nc(CCc2ccc(C(=N)N)cc2)cs1, Cl. RXN SMILES: [C:2]([CH3:3])(=[O:4])[NH:5][c:6]1[s:7][cH:8][c:9]([CH2:11][CH2:12][c:13]2[cH:14][cH:15][c:16]([C:19]([O:20][CH2:21][CH3:22])=[NH:23])[cH:17][cH:18]2)[n:10]1.[CH3:27][CH2:28][OH:29].[CH3:30][OH:31].[Cl-:24].[ClH:1].[NH3:26].[NH4+:25]>>[C:2]([CH3:3])(=[O:4])[NH:5][c:6]1[s:7][cH:8][c:9]([CH2:11][CH2:12][c:13]2[cH:14][cH:15][c:16]([C:19](=[NH:23])[NH2:25])[cH:17][cH:18]2)[n:10]1.[ClH:1]. Reactants: CCCc1c(Cc2ccccc2)ccc2c(=O)cc(CCC(=O)OC)oc12, CCO, [Na+], [Na+], O=C([O-])[O-], O. The product is CCCc1c(Cc2ccccc2)ccc2c(=O)cc(CCC(=O)O)oc12. Reaction SMILES: [CH2:1]([c:2]1[cH:3][cH:4][cH:5][cH:6][cH:7]1)[c:8]1[c:9]([CH2:25][CH2:26][CH3:27])[c:10]2[c:11]([c:12](=[O:22])[cH:13][c:14]([CH2:16][CH2:17][C:18](=[O:19])[O:20][CH3:21])[o:15]2)[cH:23][cH:24]1.[CH3:28][CH2:29][OH:30].[Na+:31].[Na+:32].[O-:33][C:34](=[O:35])[O-:36].[OH2:37]>>[CH2:1]([c:2]1[cH:3][cH:4][cH:5][cH:6][cH:7]1)[c:8]1[c:9]([CH2:25][CH2:26][CH3:27])[c:10]2[c:11]([c:12](=[O:22])[cH:13][c:14]([CH2:16][CH2:17][C:18](=[O:19])[OH:20])[o:15]2)[cH:23][cH:24]1. Starting materials: C1CCOC1, CI, [H-], [Na+], Cc1ccccc1C(O)CCC1OCCO1. Yields the product COC(CCC1OCCO1)c1ccccc1C. As a reaction SMILES: [CH2:21]1[O:22][CH2:23][CH2:24][CH2:25]1.[CH3:19][I:20].[H-:2].[Na+:1].[O:3]1[CH:4]([CH2:8][CH2:9][CH:10]([OH:11])[c:12]2[c:13]([CH3:18])[cH:14][cH:15][cH:16][cH:17]2)[O:5][CH2:6][CH2:7]1>>[O:3]1[CH:4]([CH2:8][CH2:9][CH:10]([O:11][CH3:19])[c:12]2[c:13]([CH3:18])[cH:14][cH:15][cH:16][cH:17]2)[O:5][CH2:6][CH2:7]1. Reactants: CCOC(=O)OCC, CCOC(C)=O, CCO, Cc1ccccc1, CCCCCC, COc1ccc(CC#N)cc1OC, [Na]. Product: CCOC(=O)C(C#N)c1ccc(OC)c(OC)c1. RXN SMILES: [C:18]([O:19][CH2:20][CH3:21])([O:22][CH2:24][CH3:25])=[O:23].[C:39]([O:40][CH2:41][CH3:42])(=[O:43])[CH3:44].[CH3:1][CH2:2][OH:3].[CH3:26][c:27]1[cH:28][cH:29][cH:30][cH:31][cH:32]1.[CH3:33][CH2:34][CH2:35][CH2:36][CH2:37][CH3:38].[CH3:5][O:6][c:7]1[cH:8][c:9]([CH2:15][C:16]#[N:17])[cH:10][cH:11][c:12]1[O:13][CH3:14].[Na:4]>>[CH3:5][O:6][c:7]1[cH:8][c:9]([CH:15]([C:16]#[N:17])[C:18]([O:19][CH2:20][CH3:21])=[O:22])[cH:10][cH:11][c:12]1[O:13][CH3:14]. Starting materials: C(C1=CC=C(C(=O)Cl)C=C1)(=O)Cl (terephthaloyl chloride), [OH-].[Na+] (NaOH), C(C1=CC=C(C(=O)Cl)C=C1)(=O)Cl (Terephthaloyl chloride), C(CC(=O)C)(=O)OC(C)(C)C (t-butyl acetoacetate), C(CC(=O)C)(=O)[O-] (acetoacetate), Cl (HCl). Run in C1(=CC=CC=C1)C (toluene), C1(=CC=CC=C1)C (toluene), C1(=CC=CC=C1)C (toluene). Conditions: temperature 10 celsius, time 8 hour. Product: CC(C)(C)OC(C(C(C1=CC=C(C=C1)C(C(C(=O)OC(C)(C)C)C(C)=O)=O)=O)C(C)=O)=O (di(1,1-dimethylethyl)α,α'-diacetyl-β,β'-dioxo-1,4-benzenedipropionate). Yield: 50.7%. Reaction SMILES: [C:1]([O:7][C:8]([CH3:11])([CH3:10])[CH3:9])(=[O:6])[CH2:2][C:3]([CH3:5])=[O:4].[C:12]([O-:18])(=[O:17])[CH2:13][C:14]([CH3:16])=[O:15].[C:19](Cl)(=[O:29])[C:20]1[CH:28]=[CH:27][C:23]([C:24](Cl)=[O:25])=[CH:22][CH:21]=1.[OH-].[Na+].Cl>C1(C)C=CC=CC=1>[CH3:9][C:8]([O:7][C:1](=[O:6])[CH:2]([C:3](=[O:4])[CH3:5])[C:19](=[O:29])[C:20]1[CH:28]=[CH:27][C:23]([C:24](=[O:25])[CH:13]([C:14](=[O:15])[CH3:16])[C:12]([O:18][C:8]([CH3:11])([CH3:10])[CH3:9])=[O:17])=[CH:22][CH:21]=1)([CH3:11])[CH3:10] |f:3.4|. Reported procedure: In a 51, 3-necked, RB flask equipped with a mechanical stirrer, nitrogen sparge, 2 addition funnels, and temperature probe was placed aqueous NaOH (67.7 g in 200 mL distilled water). The mixture was cooled to 10° C. and t-butyl acetoacetate (t-BAA) (259.1 g, 1.64 mol) in 500 ml toluene was added dropwise. Additional toluene (ca. 300 mL) was added to help disperse the solid acetoacetate anion and the reaction cooled to 5° C. Terephthaloyl chloride (159.1 g, 0.78 mol) dispersed in 500 ml toluene w...